From a dataset of the Open Reaction Database (ORD), a public repository of structured organic reaction records. describe an organic reaction: reactants, conditions, products, and yield Reactants: CC(C)(C)c1ccc(-c2ccc(C(C)(C)C)cc2)cc1, C1CCOC1, Fc1cccc(C=NCCCCl)c1, [Li]. Yields the product Fc1cccc(C2CCCN2)c1. As a reaction SMILES: [C:15]([c:16]1[cH:17][cH:18][c:19](-[c:20]2[cH:21][cH:22][c:23]([C:24]([CH3:25])([CH3:26])[CH3:27])[cH:28][cH:29]2)[cH:30][cH:31]1)([CH3:32])([CH3:33])[CH3:34].[CH2:35]1[O:36][CH2:37][CH2:38][CH2:39]1.[Cl:1][CH2:2][CH2:3][CH2:4][N:5]=[CH:6][c:7]1[cH:8][c:9]([F:13])[cH:10][cH:11][cH:12]1.[Li:14]>>[CH2:2]1[CH2:3][CH2:4][NH:5][CH:6]1[c:7]1[cH:8][c:9]([F:13])[cH:10][cH:11][cH:12]1. The reactants are ClC1=CC=C2C(C(=CN(C2=C1)C1=CC=CC=C1)CNC(OC1=CC=C(C=C1)[N+](=O)[O-])=O)=O (4-nitrophenyl (7-chloro-4-oxo-1-phenyl-1,4-dihydroquinolin-3-yl)methylcarbamate), COC(=O)[C@@H]1CC[C@H](CC1)N (trans-4-amino-cyclohexane carboxylic acid methyl ester). Product: COC(=O)C1CCC(CC1)NC(=O)NCC1=CN(C2=CC(=CC=C2C1=O)Cl)C1=CC=CC=C1 (4-[3-(7-Chloro-4-oxo-1-phenyl-1,4-dihydro-quinolin-3-ylmethyl)-ureido]-cyclohexane-carboxylic acid methyl ester). RXN SMILES: [Cl:1][C:2]1[CH:11]=[C:10]2[C:5]([C:6](=[O:32])[C:7]([CH2:18][NH:19][C:20](=O)[O:21]C3C=CC([N+]([O-])=O)=CC=3)=[CH:8][N:9]2[C:12]2[CH:17]=[CH:16][CH:15]=[CH:14][CH:13]=2)=[CH:4][CH:3]=1.[CH3:33][O:34][C:35]([C@H:37]1[CH2:42][CH2:41][C@H:40]([NH2:43])[CH2:39][CH2:38]1)=[O:36]>>[CH3:33][O:34][C:35]([CH:37]1[CH2:42][CH2:41][CH:40]([NH:43][C:20]([NH:19][CH2:18][C:7]2[C:6](=[O:32])[C:5]3[C:10](=[CH:11][C:2]([Cl:1])=[CH:3][CH:4]=3)[N:9]([C:12]3[CH:17]=[CH:16][CH:15]=[CH:14][CH:13]=3)[CH:8]=2)=[O:21])[CH2:39][CH2:38]1)=[O:36]. Procedure details: 4-[3-(7-Chloro-4-oxo-1-phenyl-1,4-dihydro-quinolin-3-ylmethyl)-ureido]-cyclohexane-carboxylic acid methyl ester was prepared starting from intermediate M and trans-4-amino-cyclohexane carboxylic acid methyl ester. MS calcd. for C25H27ClN3O4 [(M+H)+] 468.2, obsd. 468.1. Yields the product SC=1C=CC=2N(N1)C=CN2 (6-mercaptoimidazo[1,2-b]pyridazine). Run in CO (methanol). Yield: 27.8%. Conditions: temperature 150 celsius. Reactants: ClC=1C=CC=2N(N1)C=CN2 (6-Chloroimidazo[1,2-b]pyridazine), C[O-].[Na+].CO (sodium methoxide methanol), C(C)(=S)O (thioacetic acid). Procedure: 6-Chloroimidazo[1,2-b]pyridazine (13.5 g), 28 W/W % sodium methoxide-methanol solution (17.5 g) and thioacetic acid (7.0 g) were dissolved in 70 ml of methanol and this solution was heated at 150° C. in a sealed tube for 6 hours. The reaction mixture was cooled to room temperature and distilled to remove the organic solvent. The residue was washed three times with chloroform, and the insoluble material was extracted six times with 50 ml of chloroform-methanol (1:1) solution. The combined extract... As a reaction SMILES: Cl[C:2]1[CH:3]=[CH:4][C:5]2[N:6]([CH:8]=[CH:9][N:10]=2)[N:7]=1.C[O-].[Na+].CO.C(O)(=[S:18])C>CO>[SH:18][C:2]1[CH:3]=[CH:4][C:5]2[N:6]([CH:8]=[CH:9][N:10]=2)[N:7]=1 |f:1.2.3|. The reactants are ClC(Cl)(Cl)Cl, CCOC(=O)C1(c2ccc(N)c(OCC3CC3)c2)CCCC1, O=C1CCC(=O)N1Br, O. The product is CCOC(=O)C1(c2cc(Br)c(N)c(OCC3CC3)c2)CCCC1. RXN SMILES: [Cl:31][C:32]([Cl:33])([Cl:34])[Cl:35].[NH2:1][c:2]1[c:3]([O:18][CH2:19][CH:20]2[CH2:21][CH2:22]2)[cH:4][c:5]([C:8]2([C:13](=[O:14])[O:15][CH2:16][CH3:17])[CH2:9][CH2:10][CH2:11][CH2:12]2)[cH:6][cH:7]1.[O:23]=[C:24]1[N:25]([Br:30])[C:26](=[O:27])[CH2:28][CH2:29]1.[OH2:36]>>[NH2:1][c:2]1[c:3]([O:18][CH2:19][CH:20]2[CH2:21][CH2:22]2)[cH:4][c:5]([C:8]2([C:13](=[O:14])[O:15][CH2:16][CH3:17])[CH2:9][CH2:10][CH2:11][CH2:12]2)[cH:6][c:7]1[Br:30]. The reactants are CCOc1cc(-n2c(CO)nnc2-c2ccccc2)c(C(=O)c2cccc(SC)c2)cc1C(C)C, O=C1NC(=O)c2ccccc21, CCOC(=O)N=NC(=O)OCC, C1CCOC1, c1ccc(P(c2ccccc2)c2ccccc2)cc1. The product is CCOc1cc(-n2c(CN3C(=O)c4ccccc4C3=O)nnc2-c2ccccc2)c(C(=O)c2cccc(SC)c2)cc1C(C)C. As a reaction SMILES: [CH2:1]([CH3:2])[O:3][c:4]1[cH:5][c:6](-[n:23]2[c:24]([CH2:34][OH:35])[n:25][n:26][c:27]2-[c:28]2[cH:29][cH:30][cH:31][cH:32][cH:33]2)[c:7]([C:8](=[O:9])[c:10]2[cH:11][c:12]([S:16][CH3:17])[cH:13][cH:14][cH:15]2)[cH:18][c:19]1[CH:20]([CH3:21])[CH3:22].[O:36]=[C:37]1[NH:38][C:39](=[O:40])[c:41]2[cH:42][cH:43][cH:44][cH:45][c:46]21.[O:66]=[C:67]([O:68][CH2:69][CH3:70])[N:71]=[N:72][C:73]([O:74][CH2:75][CH3:76])=[O:77].[O:78]1[CH2:79][CH2:80][CH2:81][CH2:82]1.[c:47]1([P:48]([c:49]2[cH:50][cH:51][cH:52][cH:53][cH:54]2)[c:55]2[cH:56][cH:57][cH:58][cH:59][cH:60]2)[cH:61][cH:62][cH:63][cH:64][cH:65]1>>[CH2:1]([CH3:2])[O:3][c:4]1[cH:5][c:6](-[n:23]2[c:24]([CH2:34][N:38]3[C:37](=[O:36])[c:46]4[c:41]([cH:42][cH:43][cH:44][cH:45]4)[C:39]3=[O:40])[n:25][n:26][c:27]2-[c:28]2[cH:29][cH:30][cH:31][cH:32][cH:33]2)[c:7]([C:8](=[O:9])[c:10]2[cH:11][c:12]([S:16][CH3:17])[cH:13][cH:14][cH:15]2)[cH:18][c:19]1[CH:20]([CH3:21])[CH3:22]. Starting materials: C(=C)C=1C=C(COC(=O)[C@H]2NN(CCC2)C([C@H](CC2=CC(=CC=C2)O[Si](C)(C)C(C)(C)C)NC([C@H](C(C)C)NC(=O)OC(C)(C)C)=O)=O)C=CC1 ((S)-1-{(S)-2-((S)-2-tert-Butoxycarbonylamino-3-methyl-butyrylamino)-3-[3-(tert-butyl-dimethyl-silanyloxy)-phenyl]-propionyl}-hexahydro-pyrid azine-3-carboxylic acid 3-vinyl-benzyl ester), CCN(C(C)C)C(C)C (iPr2NEt). The solvent is ClCCl (dichloromethane). Run at temperature 0 celsius, time 2 hour. The product is C(=C)C=1C=C(COC(=O)[C@H]2NN(CCC2)C([C@H](CC2=CC(=CC=C2)O[Si](C)(C)C(C)(C)C)NC([C@H](C(C)C)N)=O)=O)C=CC1 ((S)-1-{(S)-2-((S)-2-Amino-3-methyl-butyrylamino)-3-[3-(tert-butyl-dimethyl-silanyloxy)-phenyl]-propionyl}-hexahydro-pyridazine-3-carboxylic acid 3-vinyl-benzyl ester). RXN SMILES: [CH:1]([C:3]1[CH:4]=[C:5]([CH:49]=[CH:50][CH:51]=1)[CH2:6][O:7][C:8]([C@@H:10]1[CH2:15][CH2:14][CH2:13][N:12]([C:16](=[O:48])[C@@H:17]([NH:33][C:34](=[O:47])[C@@H:35]([NH:39]C(OC(C)(C)C)=O)[CH:36]([CH3:38])[CH3:37])[CH2:18][C:19]2[CH:24]=[CH:23][CH:22]=[C:21]([O:25][Si:26]([C:29]([CH3:32])([CH3:31])[CH3:30])([CH3:28])[CH3:27])[CH:20]=2)[NH:11]1)=[O:9])=[CH2:2].CCN(C(C)C)C(C)C>ClCCl>[CH:1]([C:3]1[CH:4]=[C:5]([CH:49]=[CH:50][CH:51]=1)[CH2:6][O:7][C:8]([C@@H:10]1[CH2:15][CH2:14][CH2:13][N:12]([C:16](=[O:48])[C@@H:17]([NH:33][C:34](=[O:47])[C@@H:35]([NH2:39])[CH:36]([CH3:38])[CH3:37])[CH2:18][C:19]2[CH:24]=[CH:23][CH:22]=[C:21]([O:25][Si:26]([C:29]([CH3:30])([CH3:31])[CH3:32])([CH3:28])[CH3:27])[CH:20]=2)[NH:11]1)=[O:9])=[CH2:2]. Procedure details: *(S)-1-{(S)-2-((S)-2-Amino-3-methyl-butyrylamino)-3-[3-(tert-butyl-dimethyl-silanyloxy)-phenyl]-propionyl}-hexahydro-pyridazine-3-carboxylic acid 3-vinyl-benzyl ester was prepared by adding TMS (OTf) (0.17 ml, 0.64 mmol) to a solution of 10a (400 mg, 0.49 mmol) in anhydrous dichloromethane (20 ml) at 0° C. The reaction was stirred for 2 hours at 0° C., quenched by adding iPr2NEt (0.45 ml, 2.56 mmol) and concentrated in vacuo to yield a white solid. Reactants: CC(C)(C)[Si](C)(C)Oc1c(Br)ccc2ccc(C=O)nc12, CCO, NNc1ccccn1. Yields the product CC(C)(C)[Si](C)(C)Oc1c(Br)ccc2ccc(C=NNc3ccccn3)nc12. As a reaction SMILES: [Br:1][c:2]1[cH:3][cH:4][c:5]2[cH:6][cH:7][c:8]([CH:20]=[O:21])[n:9][c:10]2[c:11]1[O:12][Si:13]([CH3:14])([CH3:15])[C:16]([CH3:17])([CH3:18])[CH3:19].[CH3:30][CH2:31][OH:32].[NH:22]([NH2:23])[c:24]1[n:25][cH:26][cH:27][cH:28][cH:29]1>>[Br:1][c:2]1[cH:3][cH:4][c:5]2[cH:6][cH:7][c:8]([CH:20]=[N:23][NH:22][c:24]3[n:25][cH:26][cH:27][cH:28][cH:29]3)[n:9][c:10]2[c:11]1[O:12][Si:13]([CH3:14])([CH3:15])[C:16]([CH3:17])([CH3:18])[CH3:19]. Reactants: [Br-], [Br-], [Br-], CCOC(=O)CCC(=O)c1nccs1, ClCCl, [Na+], O=C([O-])O, C[N+](C)(C)c1ccccc1, C[N+](C)(C)c1ccccc1, C[N+](C)(C)c1ccccc1. Yields the product CCOC(=O)CC(Br)C(=O)c1nccs1. RXN SMILES: [Br-:1].[Br-:2].[Br-:3].[CH2:34]([CH3:35])[O:36][C:37]([CH2:38][CH2:39][C:40]([c:41]1[s:42][cH:43][cH:44][n:45]1)=[O:46])=[O:47].[Cl:53][CH2:54][Cl:55].[Na+:52].[O-:48][C:49]([OH:50])=[O:51].[c:14]1([N+:15]([CH3:16])([CH3:17])[CH3:18])[cH:19][cH:20][cH:21][cH:22][cH:23]1.[c:24]1([N+:25]([CH3:26])([CH3:27])[CH3:28])[cH:29][cH:30][cH:31][cH:32][cH:33]1.[c:4]1([N+:5]([CH3:6])([CH3:7])[CH3:8])[cH:9][cH:10][cH:11][cH:12][cH:13]1>>[Br:1][CH:39]([CH2:38][C:37]([O:36][CH2:34][CH3:35])=[O:47])[C:40]([c:41]1[s:42][cH:43][cH:44][n:45]1)=[O:46].